describe an organic reaction: reactants, conditions, products, and yield From a dataset of the Open Reaction Database (ORD), a public repository of structured organic reaction records. Reactants: N#Cc1cccc(NC(=O)Nc2ccc(S(=O)(=O)NCc3ccc(S(N)(=O)=O)cc3)cc2)c1, C1CN(CC2CC2)CCN1. Yields the product N=C(c1cccc(NC(=O)Nc2ccc(S(=O)(=O)NCc3ccc(S(N)(=O)=O)cc3)cc2)c1)N1CCN(CC2CC2)CC1. Reaction SMILES: [C:1](#[N:2])[c:3]1[cH:4][c:5]([NH:9][C:10]([NH:11][c:12]2[cH:13][cH:14][c:15]([S:18](=[O:19])(=[O:20])[NH:21][CH2:22][c:23]3[cH:24][cH:25][c:26]([S:29]([NH2:30])(=[O:31])=[O:32])[cH:27][cH:28]3)[cH:16][cH:17]2)=[O:33])[cH:6][cH:7][cH:8]1.[CH:34]1([CH2:37][N:38]2[CH2:39][CH2:40][NH:41][CH2:42][CH2:43]2)[CH2:35][CH2:36]1>>[C:1](=[NH:2])([c:3]1[cH:4][c:5]([NH:9][C:10]([NH:11][c:12]2[cH:13][cH:14][c:15]([S:18](=[O:19])(=[O:20])[NH:21][CH2:22][c:23]3[cH:24][cH:25][c:26]([S:29]([NH2:30])(=[O:31])=[O:32])[cH:27][cH:28]3)[cH:16][cH:17]2)=[O:33])[cH:6][cH:7][cH:8]1)[N:41]1[CH2:40][CH2:39][N:38]([CH2:37][CH:34]2[CH2:35][CH2:36]2)[CH2:43][CH2:42]1. Reactants: BrC1=NC(=C2C=CC(N(C2=C1)C1=C(C=CC=C1Cl)Cl)=O)C1=C(C=CC=C1)Cl (7-bromo-5-(2-chlorophenyl)-1-(2,6-dichlorophenyl)-1,6-naphthyridin-2(1H)-one), C(C)(C)(C)N1CCC(CC1)=C[Sn](C)(C)C (1-tert-butyl-4-[(trimethylstannyl)methylene]piperidine). Yields the product C(C)(C)(C)N1CCC(CC1)=CC1=NC(=C2C=CC(N(C2=C1)C1=C(C=CC=C1Cl)Cl)=O)C1=C(C=CC=C1)Cl (7-[(1-tert-Butylpiperidin-4-ylidene)methyl]-5-(2-chlorophenyl)-1-(2,6-dichlorophenyl)-1,6-naphthyridin-2(1H)-one). As a reaction SMILES: Br[C:2]1[CH:11]=[C:10]2[C:5]([CH:6]=[CH:7][C:8](=[O:20])[N:9]2[C:12]2[C:17]([Cl:18])=[CH:16][CH:15]=[CH:14][C:13]=2[Cl:19])=[C:4]([C:21]2[CH:26]=[CH:25][CH:24]=[CH:23][C:22]=2[Cl:27])[N:3]=1.[C:28]([N:32]1[CH2:37][CH2:36][C:35](=[CH:38][Sn](C)(C)C)[CH2:34][CH2:33]1)([CH3:31])([CH3:30])[CH3:29]>>[C:28]([N:32]1[CH2:37][CH2:36][C:35](=[CH:38][C:2]2[CH:11]=[C:10]3[C:5]([CH:6]=[CH:7][C:8](=[O:20])[N:9]3[C:12]3[C:17]([Cl:18])=[CH:16][CH:15]=[CH:14][C:13]=3[Cl:19])=[C:4]([C:21]3[CH:26]=[CH:25][CH:24]=[CH:23][C:22]=3[Cl:27])[N:3]=2)[CH2:34][CH2:33]1)([CH3:31])([CH3:30])[CH3:29]. Procedure details: The title compound was prepared from 7-bromo-5-(2-chlorophenyl)-1-(2,6-dichlorophenyl)-1,6-naphthyridin-2(1H)-one (COMPOUND HHH2) and 1-tert-butyl-4-[(trimethylstannyl)methylene]piperidine (INTERMEDIATE ABA3)by a procedure analogous to that described in EXAMPLE HHH1, Step A. Mass spectrum (ESI) 554 (M+1). Starting materials: 22, O1CCCC1 (tetrahydrofuran), S1CCC(CC1)=O (terahydrothiopyran-4-one), NC1=CC=C(CN2CCOCC2)C=C1 (4-(4-aminobenzyl)morpholine), C(C)(=O)O[BH-](OC(C)=O)OC(C)=O.[Na+] (sodium triacetoxyborohydride). Run in C(C)(=O)O (acetic acid). Reaction conditions: time 8 hour. The product is N1(CCOCC1)CC1=CC=C(C=C1)NC1CCSCC1 (N-[4-(4-morpholinylmethyl)phenyl]tetrahydro-2H-thiopyran-4-amine). As a reaction SMILES: [NH2:1][C:2]1[CH:14]=[CH:13][C:5]([CH2:6][N:7]2[CH2:12][CH2:11][O:10][CH2:9][CH2:8]2)=[CH:4][CH:3]=1.O1CCCC1.[S:20]1[CH2:25][CH2:24][C:23](=O)[CH2:22][CH2:21]1.C(O[BH-](OC(=O)C)OC(=O)C)(=O)C.[Na+]>C(O)(=O)C>[N:7]1([CH2:6][C:5]2[CH:13]=[CH:14][C:2]([NH:1][CH:23]3[CH2:24][CH2:25][S:20][CH2:21][CH2:22]3)=[CH:3][CH:4]=2)[CH2:12][CH2:11][O:10][CH2:9][CH2:8]1 |f:3.4|. Procedure details: A flask containing 4-(4-aminobenzyl)morpholine from Preparation No. 22 (0.48 g) is treated with tetrahydrofuran (10 mL) and terahydrothiopyran-4-one (0.35 gm) under an argon atmosphere. The solution is treated with acetic acid (0.20 mL) followed by sodium triacetoxyborohydride (0.80 g). After stirring overnight, the mixture is concentrated under reduced pressure. The residue is partitioned between dichloromethane and dilute aqueous sodium hydroxide. The aqueous is back-extracted with dichloromet... Starting materials: COc1cc(Br)cn2nccc12, Br, CCOC(C)=O, [Na+], [OH-], O. Yields the product Oc1cc(Br)cn2nccc12. RXN SMILES: [Br:1][c:2]1[cH:3][c:4]([O:11][CH3:12])[c:5]2[n:6]([cH:7]1)[n:8][cH:9][cH:10]2.[BrH:13].[CH3:17][CH2:18][O:19][C:20](=[O:21])[CH3:22].[Na+:15].[OH-:14].[OH2:16]>>[Br:1][c:2]1[cH:3][c:4]([OH:11])[c:5]2[n:6]([cH:7]1)[n:8][cH:9][cH:10]2. Reactants: CC(C)(C)OC(=O)N1CCC(CCCCO)CC1, CCOC(=O)N=NC(=O)OCC, C1CCOC1, O=C1NC(=O)c2ccccc21, c1ccc(P(c2ccccc2)c2ccccc2)cc1. Yields the product CC(C)(C)OC(=O)N1CCC(CCCCN2C(=O)c3ccccc3C2=O)CC1. RXN SMILES: [C:1]([CH3:2])([CH3:3])([CH3:4])[O:5][C:6](=[O:7])[N:8]1[CH2:9][CH2:10][CH:11]([CH2:14][CH2:15][CH2:16][CH2:17][OH:18])[CH2:12][CH2:13]1.[CH2:49]([O:50][C:51]([N:52]=[N:53][C:54]([O:55][CH2:56][CH3:57])=[O:58])=[O:59])[CH3:60].[CH2:61]1[O:62][CH2:63][CH2:64][CH2:65]1.[O:38]=[C:39]1[NH:40][C:41](=[O:42])[c:43]2[cH:44][cH:45][cH:46][cH:47][c:48]21.[c:19]1([P:20]([c:21]2[cH:22][cH:23][cH:24][cH:25][cH:26]2)[c:27]2[cH:28][cH:29][cH:30][cH:31][cH:32]2)[cH:33][cH:34][cH:35][cH:36][cH:37]1>>[C:1]([CH3:2])([CH3:3])([CH3:4])[O:5][C:6](=[O:7])[N:8]1[CH2:9][CH2:10][CH:11]([CH2:14][CH2:15][CH2:16][CH2:17][N:40]2[C:39](=[O:38])[c:48]3[c:43]([cH:44][cH:45][cH:46][cH:47]3)[C:41]2=[O:42])[CH2:12][CH2:13]1. Starting materials: NC1CC1, [Cl-], ClCCl, CN(C)C=O, CC(C)N(C)c1cc2c(cc1C(F)(F)F)NC(=O)CC(c1cccc(-n3nncc3CO)c1)=N2, O=S(Cl)Cl. Product: CC(C)N(C)c1cc2c(cc1C(F)(F)F)NC(=O)CC(c1cccc(-n3nncc3CNC3CC3)c1)=N2. As a reaction SMILES: [CH:40]1([NH2:43])[CH2:41][CH2:42]1.[Cl-:39].[Cl:44][CH2:45][Cl:46].[O:47]=[CH:48][N:49]([CH3:50])[CH3:51].[OH:1][CH2:2][c:3]1[cH:4][n:5][n:6][n:7]1-[c:8]1[cH:9][c:10]([C:14]2=[N:15][c:16]3[c:17]([cH:22][c:23]([C:31]([F:32])([F:33])[F:34])[c:24]([N:26]([CH3:27])[CH:28]([CH3:29])[CH3:30])[cH:25]3)[NH:18][C:19](=[O:21])[CH2:20]2)[cH:11][cH:12][cH:13]1.[S:35]([Cl:36])([Cl:37])=[O:38]>>[CH2:2]([c:3]1[cH:4][n:5][n:6][n:7]1-[c:8]1[cH:9][c:10]([C:14]2=[N:15][c:16]3[c:17]([cH:22][c:23]([C:31]([F:32])([F:33])[F:34])[c:24]([N:26]([CH3:27])[CH:28]([CH3:29])[CH3:30])[cH:25]3)[NH:18][C:19](=[O:21])[CH2:20]2)[cH:11][cH:12][cH:13]1)[NH:43][CH:40]1[CH2:41][CH2:42]1.